This data is from the Open Reaction Database (ORD), a public repository of structured organic reaction records. The task is: describe an organic reaction: reactants, conditions, products, and yield Starting materials: C(C1=CC=CC=C1)OC1=C(N=C2N(C1=O)C=CN2CC(N2CCCCC2)=O)C=2OC(=CN2)CC2=CC=C(C=C2)F (6-benzyloxy-7-[5-(4-fluoro-benzyl)-oxazol-2-yl]-1-(2-oxo-2-piperidin-1-yl-ethyl)-1H-imidazo[1,2-a]pyrimidin-5-one), [Si](C)(C)(C)I (TMSI), [O-]S(=O)(=S)[O-].[Na+].[Na+] (Na2S2O3), CO (methanol). Solvent: C(C)#N (acetonitrile). Run at time 8 hour. Yields the product FC1=CC=C(CC2=CN=C(O2)C=2N=C3N(C(C2O)=O)C=CN3CC(N3CCCCC3)=O)C=C1 (7-[5-(4-fluoro-benzyl)-oxazol-2-yl]-6-hydroxy-1-(2-oxo-2-piperidin-1-yl-ethyl)-1H-imidazo[1,2-a]pyrimidin-5-one). The yield is 24.1%. RXN SMILES: C([O:8][C:9]1[C:14](=[O:15])[N:13]2[CH:16]=[CH:17][N:18]([CH2:19][C:20](=[O:27])[N:21]3[CH2:26][CH2:25][CH2:24][CH2:23][CH2:22]3)[C:12]2=[N:11][C:10]=1[C:28]1[O:29][C:30]([CH2:33][C:34]2[CH:39]=[CH:38][C:37]([F:40])=[CH:36][CH:35]=2)=[CH:31][N:32]=1)C1C=CC=CC=1.[Si](I)(C)(C)C.CO.[O-]S([O-])(=S)=O.[Na+].[Na+]>C(#N)C>[F:40][C:37]1[CH:36]=[CH:35][C:34]([CH2:33][C:30]2[O:29][C:28]([C:10]3[N:11]=[C:12]4[N:18]([CH2:19][C:20](=[O:27])[N:21]5[CH2:26][CH2:25][CH2:24][CH2:23][CH2:22]5)[CH:17]=[CH:16][N:13]4[C:14](=[O:15])[C:9]=3[OH:8])=[N:32][CH:31]=2)=[CH:39][CH:38]=1 |f:3.4.5|. Procedure: To a solution of the product of example 6 (50 mg, 0.092 mmol) in acetonitrile (2 ml) was added TMSI (150 mg, 0.75 mmol) drop-wise at room temperature. The mixture was stirred for 8 hours, after which methanol (0.1 ml) was added to quench the reaction. Then saturated solution of Na2S2O3 was added drop-wise till a yellow solid was precipitated. The resulting solids were collected by filtration, washed with ethyl acetate to give the desired product (10 mg, 24% yield). The reactants are COC(C(CC1CCCC1)C1=CC(=C(C=C1)S(=O)(=O)C)Cl)=O (2-(3-chloro-4-methanesulfonyl-phenyl)-3-cyclopentyl-propionic acid methyl ester), C(C)OC(C(CC1CCCC1)C1=CC(=C(C=C1)S(=O)(=O)C)Cl)=O (2-(3-chloro-4-methanesulfonyl-phenyl)-3-cyclopentyl-propionic acid ethyl ester), CNC(=O)N (methyl urea), CO (methanol). Solvent: C[O-].[Mg+2].C[O-] (magnesium methoxide). The product is hexanes ethyl acetate, ClC=1C=C(C=CC1S(=O)(=O)C)C(C(=O)NC(=O)NC)CC1CCCC1 (1-[2-(3-chloro-4-methanesulfonyl-phenyl)-3-cyclopentyl-propionyl]-3-methyl-urea). Yield: 19.0%. RXN SMILES: CO[C:3](=[O:22])[CH:4]([C:11]1[CH:16]=[CH:15][C:14]([S:17]([CH3:20])(=[O:19])=[O:18])=[C:13]([Cl:21])[CH:12]=1)[CH2:5][CH:6]1[CH2:10][CH2:9][CH2:8][CH2:7]1.C(OC(=O)C(C1C=CC(S(C)(=O)=O)=C(Cl)C=1)CC1CCCC1)C.[CH3:46][NH:47][C:48]([NH2:50])=[O:49].CO>C[O-].[Mg+2].C[O-]>[Cl:21][C:13]1[CH:12]=[C:11]([CH:4]([CH2:5][CH:6]2[CH2:7][CH2:8][CH2:9][CH2:10]2)[C:3]([NH:50][C:48]([NH:47][CH3:46])=[O:49])=[O:22])[CH:16]=[CH:15][C:14]=1[S:17]([CH3:20])(=[O:18])=[O:19] |f:4.5.6|. Procedure details: A solution of 2-(3-chloro-4-methanesulfonyl-phenyl)-3-cyclopentyl-propionic acid methyl ester and 2-(3-chloro-4-methanesulfonyl-phenyl)-3-cyclopentyl-propionic acid ethyl ester (268 mg) and methyl urea (110 mg, 1.5 mmol) in magnesium methoxide in methanol (7.4 wt %, 1.6 mL, 1.1 mmol) was heated to 100° C. for 8 h. At this time, the reaction was concentrated in vacuo. The residue was then dissolved in ethyl acetate (50 mL), filtered through a plug of silica gel, and washed with ethyl acetate (100... Starting materials: ClC=1C=C(CN)C=CC1Cl (3,4-dichlorobenzylamine), ClC=1C2=C(N=C(N1)C1=NC=CN=C1)SC(=C2)CC (4-chloro-2-(pyrazin-2-yl)-6-ethyl-thieno-[2,3-d]-pyrimidine). Product: N1=C(C=NC=C1)C=1N=C(C2=C(N1)SC(=C2)CC)NCC2=CC(=C(C=C2)Cl)Cl (2-(pyrazin-2-yl)-4-(3,4-dichlorobenzylamino)-6-ethyl-thieno-[2,3-d]-pyrimidine). Reaction SMILES: [Cl:1][C:2]1[CH:3]=[C:4]([CH:7]=[CH:8][C:9]=1[Cl:10])[CH2:5][NH2:6].Cl[C:12]1[C:13]2[CH:26]=[C:25]([CH2:27][CH3:28])[S:24][C:14]=2[N:15]=[C:16]([C:18]2[CH:23]=[N:22][CH:21]=[CH:20][N:19]=2)[N:17]=1>>[N:19]1[CH:20]=[CH:21][N:22]=[CH:23][C:18]=1[C:16]1[N:17]=[C:12]([NH:6][CH2:5][C:4]2[CH:7]=[CH:8][C:9]([Cl:10])=[C:2]([Cl:1])[CH:3]=2)[C:13]2[CH:26]=[C:25]([CH2:27][CH3:28])[S:24][C:14]=2[N:15]=1. Procedure: With the procedure of Example 1, the reaction of 3,4-dichlorobenzylamine with 4-chloro-2-(pyrazin-2-yl)-6-ethyl-thieno-[2,3-d]-pyrimidine yields 2-(pyrazin-2-yl)-4-(3,4-dichlorobenzylamino)-6-ethyl-thieno-[2,3-d]-pyrimidine. The reactants are C([O-])([O-])=O.[K+].[K+] (potassium carbonate), C(C1=CC=CC=C1)N1CC(C(CC1)C(=O)OCC)=O (ethyl 1-benzyl-3-oxopiperidine-4-carboxylate), ClC(=O)OC (methyl chloroformate). Reagents/catalysts: [Pd] (Pd-C). Run in O (water), C(C)O (ethanol). Reaction conditions: time 30 minute. The product is COC(=O)N1CC(C(CC1)C(=O)OCC)=O (Ethyl 1-methoxycarbonyl-3-oxopiperidine-4-carboxylate). The yield is 92.8%. RXN SMILES: C([N:8]1[CH2:13][CH2:12][CH:11]([C:14]([O:16][CH2:17][CH3:18])=[O:15])[C:10](=[O:19])[CH2:9]1)C1C=CC=CC=1.C(=O)([O-])[O-].[K+].[K+].Cl[C:27]([O:29][CH3:30])=[O:28]>C(O)C.[Pd].O>[CH3:30][O:29][C:27]([N:8]1[CH2:13][CH2:12][CH:11]([C:14]([O:16][CH2:17][CH3:18])=[O:15])[C:10](=[O:19])[CH2:9]1)=[O:28] |f:1.2.3|. Reported procedure: A solution of ethyl 1-benzyl-3-oxopiperidine-4-carboxylate (Iselin, B. M. and Hoffmann, K., Helv. Chim. Acta, 1954, 37, 178) (14.0 g; 47 mmol) in aqueous ethanol (300 ml; 50%) was hydrogenated (ca. 300 kPa) in a PARR hydrogenation apparatus by using a 10% Pd-C catalyst (1.4 g). The reaction mixture was filtered and evaporated to dryness in vacuo. To an ice cooled solution of the residue in water (50 ml) was added with stirring an iced solution of potassium carbonate (19.4 g; 140 mmol) in water (... Starting materials: CN[C@@H](C)C(=O)O (N-methyl-L-alanine), Cl (hydrogen chloride), C(OC)([O-])[O-] (methyl orthoformate). Run in CO (methanol). Conditions: time 24 hour. Yields the product Cl.COC([C@@H](NC)C)=O (N-methyl-L-alanine methyl ester hydrochloride). As a reaction SMILES: [CH3:1][NH:2][C@H:3]([C:5]([OH:7])=[O:6])[CH3:4].[ClH:8].[CH:9]([O-])([O-])OC>CO>[ClH:8].[CH3:9][O:6][C:5](=[O:7])[C@H:3]([CH3:4])[NH:2][CH3:1] |f:4.5|. Procedure details: In 600 ml of methanol was suspended 53.5 g (0.52 mol) of N-methyl-L-alanine and under ice-cooling and stirring, 75 g of dry hydrogen chloride gas was dissolved. The suspension of the starting material cleared gradually with reaction time and, on stirring overnight, yielded a homogeneous solution. To the reaction mixture was added 85 g (0.8 mol) of methyl orthoformate and the mixture was allowed to stand at room temperature for 24 hours. The small quantities of insolubles were filtered off and th... Starting materials: CCOc1ccc2c(COc3cccc4[nH]c(C(=O)O)cc34)coc2c1, CC1CN(CCC2(O)CCC(N)CC2)CCC1O. The product is CCOc1ccc2c(COc3cccc4[nH]c(C(=O)NC5CCC(O)(CCN6CCC(O)C(C)C6)CC5)cc34)coc2c1. Reaction SMILES: [CH2:1]([CH3:2])[O:3][c:4]1[cH:5][c:6]2[c:7]([c:8]([CH2:11][O:12][c:13]3[c:14]4[cH:15][c:16]([C:22](=[O:23])[OH:24])[nH:17][c:18]4[cH:19][cH:20][cH:21]3)[cH:9][o:10]2)[cH:25][cH:26]1.[NH2:27][CH:28]1[CH2:29][CH2:30][C:31]([OH:34])([CH2:35][CH2:36][N:37]2[CH2:38][CH:39]([CH3:44])[CH:40]([OH:43])[CH2:41][CH2:42]2)[CH2:32][CH2:33]1>>[CH2:1]([CH3:2])[O:3][c:4]1[cH:5][c:6]2[c:7]([c:8]([CH2:11][O:12][c:13]3[c:14]4[cH:15][c:16]([C:22](=[O:23])[NH:27][CH:28]5[CH2:29][CH2:30][C:31]([OH:34])([CH2:35][CH2:36][N:37]6[CH2:38][CH:39]([CH3:44])[CH:40]([OH:43])[CH2:41][CH2:42]6)[CH2:32][CH2:33]5)[nH:17][c:18]4[cH:19][cH:20][cH:21]3)[cH:9][o:10]2)[cH:25][cH:26]1.